This data is from the Open Reaction Database (ORD), a public repository of structured organic reaction records. The task is: describe an organic reaction: reactants, conditions, products, and yield Starting materials: O=C(OC(=O)C(F)(F)F)C(F)(F)F, NC(=O)CCCc1ccc(F)cc1. Yields the product N#CCCCc1ccc(F)cc1. Reaction SMILES: [F:14][C:15]([F:16])([F:17])[C:18]([O:19][C:20](=[O:21])[C:22]([F:23])([F:24])[F:25])=[O:26].[F:1][c:2]1[cH:3][cH:4][c:5]([CH2:8][CH2:9][CH2:10][C:11](=[O:12])[NH2:13])[cH:6][cH:7]1>>[F:1][c:2]1[cH:3][cH:4][c:5]([CH2:8][CH2:9][CH2:10][C:11]#[N:13])[cH:6][cH:7]1. Starting materials: COc1cc(B2OC(C)(C)C(C)(C)O2)ccc1NC(=O)c1ccc(C(F)(F)F)cc1F, COCCOC, Nc1ncnc2c1c(I)nn2-c1ccc(C=O)cc1, [Na+], [Na+], O=C([O-])[O-], O, [Pd], c1ccc(P(c2ccccc2)c2ccccc2)cc1, c1ccc(P(c2ccccc2)c2ccccc2)cc1, c1ccc(P(c2ccccc2)c2ccccc2)cc1, c1ccc(P(c2ccccc2)c2ccccc2)cc1. Product: COc1cc(-c2nn(-c3ccc(C=O)cc3)c3ncnc(N)c23)ccc1NC(=O)c1ccc(C(F)(F)F)cc1F. RXN SMILES: [CH3:20][O:21][c:22]1[c:23]([NH:37][C:38]([c:39]2[c:40]([F:49])[cH:41][c:42]([C:45]([F:46])([F:47])[F:48])[cH:43][cH:44]2)=[O:50])[cH:24][cH:25][c:26]([B:28]2[O:29][C:30]([CH3:31])([CH3:32])[C:33]([CH3:34])([CH3:35])[O:36]2)[cH:27]1.[CH3:57][O:58][CH2:59][CH2:60][O:61][CH3:62].[NH2:1][c:2]1[c:3]2[c:4]([n:5][cH:6][n:7]1)[n:8](-[c:12]1[cH:13][cH:14][c:15]([CH:16]=[O:17])[cH:18][cH:19]1)[n:9][c:10]2[I:11].[Na+:51].[Na+:52].[O-:53][C:54](=[O:55])[O-:56].[OH2:63].[Pd:140].[c:102]1([P:103]([c:104]2[cH:105][cH:106][cH:107][cH:108][cH:109]2)[c:110]2[cH:111][cH:112][cH:113][cH:114][cH:115]2)[cH:116][cH:117][cH:118][cH:119][cH:120]1.[c:121]1([P:122]([c:123]2[cH:124][cH:125][cH:126][cH:127][cH:128]2)[c:129]2[cH:130][cH:131][cH:132][cH:133][cH:134]2)[cH:135][cH:136][cH:137][cH:138][cH:139]1.[c:64]1([P:65]([c:66]2[cH:67][cH:68][cH:69][cH:70][cH:71]2)[c:72]2[cH:73][cH:74][cH:75][cH:76][cH:77]2)[cH:78][cH:79][cH:80][cH:81][cH:82]1.[c:83]1([P:84]([c:85]2[cH:86][cH:87][cH:88][cH:89][cH:90]2)[c:91]2[cH:92][cH:93][cH:94][cH:95][cH:96]2)[cH:97][cH:98][cH:99][cH:100][cH:101]1>>[NH2:1][c:2]1[c:3]2[c:4]([n:5][cH:6][n:7]1)[n:8](-[c:12]1[cH:13][cH:14][c:15]([CH:16]=[O:17])[cH:18][cH:19]1)[n:9][c:10]2-[c:26]1[cH:25][cH:24][c:23]([NH:37][C:38]([c:39]2[c:40]([F:49])[cH:41][c:42]([C:45]([F:46])([F:47])[F:48])[cH:43][cH:44]2)=[O:50])[c:22]([O:21][CH3:20])[cH:27]1. Starting materials: COC(C(CC1CCCC1)C1=CC(=C(C=C1)Cl)[N+](=O)[O-])=O (2-(4-chloro-3-nitrophenyl)-3-cyclopentyl-propionic acid methyl ester), CS(=O)[O-].[Na+] (sodium methanesulfinate), ice. Solvent: CS(=O)C (dimethyl sulfoxide), C(C)(=O)OCC (ethyl acetate), O (water). The product is hexanes ethyl acetate, COC(C(CC1CCCC1)C1=CC(=C(C=C1)S(=O)(=O)C)[N+](=O)[O-])=O (3-cyclopentyl-2-(4-methanesulfonyl-3-nitrophenyl)-propionic acid methyl ester). Isolated yield 83.3%. RXN SMILES: [CH3:1][O:2][C:3](=[O:21])[CH:4]([C:11]1[CH:16]=[CH:15][C:14](Cl)=[C:13]([N+:18]([O-:20])=[O:19])[CH:12]=1)[CH2:5][CH:6]1[CH2:10][CH2:9][CH2:8][CH2:7]1.[CH3:22][S:23]([O-:25])=[O:24].[Na+]>CS(C)=O.C(OCC)(=O)C.O>[CH3:1][O:2][C:3](=[O:21])[CH:4]([C:11]1[CH:16]=[CH:15][C:14]([S:23]([CH3:22])(=[O:25])=[O:24])=[C:13]([N+:18]([O-:20])=[O:19])[CH:12]=1)[CH2:5][CH:6]1[CH2:10][CH2:9][CH2:8][CH2:7]1 |f:1.2|. Reported procedure: A solution of 2-(4-chloro-3-nitrophenyl)-3-cyclopentyl-propionic acid methyl ester (1.00 g, 3.21 mmol) and sodium methanesulfinate (0.36 g, 3.53 mmol) in dimethyl sulfoxide (3mL) was heated at 130° C. for 5 h. The black reaction mixture was then poured over ice (20 g), resulting in the formation of a brown sticky substance. The resulting mixture was then diluted with ethyl acetate (50 mL) and water (50 mL), and the layers were separated. The aqueous layer was further extracted with ethyl acetate... Reactants: CCOC(=O)c1cc(-c2cccc(OC(F)(F)F)c2)n(-c2cccc(Cl)c2)n1, [K+], [OH-]. The product is O=C(O)c1cc(-c2cccc(OC(F)(F)F)c2)n(-c2cccc(Cl)c2)n1. Reaction SMILES: [Cl:1][c:2]1[cH:3][c:4](-[n:8]2[n:9][c:10]([C:24](=[O:25])[O:26][CH2:27][CH3:28])[cH:11][c:12]2-[c:13]2[cH:14][c:15]([O:19][C:20]([F:21])([F:22])[F:23])[cH:16][cH:17][cH:18]2)[cH:5][cH:6][cH:7]1.[K+:30].[OH-:29]>>[Cl:1][c:2]1[cH:3][c:4](-[n:8]2[n:9][c:10]([C:24](=[O:25])[OH:26])[cH:11][c:12]2-[c:13]2[cH:14][c:15]([O:19][C:20]([F:21])([F:22])[F:23])[cH:16][cH:17][cH:18]2)[cH:5][cH:6][cH:7]1. Reactants: C1(C=2C(C(=O)O1)=CC=CC2)=O (phthalic acid anhydride), BrC=1C=C(C=CC1)CC(=O)O (3-bromophenyl acetic acid), C(C)(=O)[O-].[Na+] (sodium acetate). Solvent: C(C)O (ethanol). Reaction conditions: temperature 220 celsius. Yields the product BrC=1C=C(C=C2OC(C3=CC=CC=C23)=O)C=CC1 (3-(3-bromobenzylidene)-3H-isobenzofuran-1-one). Yield: 81.0%. Reaction SMILES: [C:1]1(=O)[O:6][C:4](=[O:5])[C:3]2=[CH:7][CH:8]=[CH:9][CH:10]=[C:2]12.[Br:12][C:13]1[CH:14]=[C:15]([CH2:19]C(O)=O)[CH:16]=[CH:17][CH:18]=1.C([O-])(=O)C.[Na+]>C(O)C>[Br:12][C:13]1[CH:14]=[C:15]([CH:16]=[CH:17][CH:18]=1)[CH:19]=[C:1]1[C:2]2[C:3](=[CH:7][CH:8]=[CH:9][CH:10]=2)[C:4](=[O:5])[O:6]1 |f:2.3|. Procedure details: A mixture of phthalic acid anhydride (43 g, 0.291 mol), 3-bromophenyl acetic acid (62.5 g, 0.291 mol) and sodium acetate (2 g, 0.015 mol) was heated at 220° C. for 2 h under an atmosphere of nitrogen. The reaction mixture was cooled to about 80° C. and ethanol (75 ml) was added. The precipitate was filtered off, washed with a mixture of heptane and ethanol (9:1) and dried in vacuo at 50° C. which afforded 71 g (81%) of 3-(3-bromobenzylidene)-3H-isobenzofuran-1-one as a solid.